describe an organic reaction: reactants, conditions, products, and yield From a dataset of the Open Reaction Database (ORD), a public repository of structured organic reaction records. The reactants are Cc1cc(C(F)(F)F)ccc1I, O, O=[N+]([O-])O, O=S(=O)(O)O. The product is Cc1cc(C(F)(F)F)cc([N+](=O)[O-])c1I. RXN SMILES: [CH3:10][c:11]1[c:12]([I:21])[cH:13][cH:14][c:15]([C:17]([F:18])([F:19])[F:20])[cH:16]1.[OH2:22].[OH:6][N+:7]([O-:8])=[O:9].[S:1](=[O:2])(=[O:3])([OH:4])[OH:5]>>[O-:6][N+:7](=[O:9])[c:13]1[c:12]([I:21])[c:11]([CH3:10])[cH:16][c:15]([C:17]([F:18])([F:19])[F:20])[cH:14]1. RXN SMILES: CN[C@H]1CCCC[C@@H]1NC.P([O-])([O-])([O-])=O.[K+].[K+].[K+].I[C:20]1[CH:25]=[CH:24][C:23]([C:26]([F:29])([F:28])[F:27])=[CH:22][CH:21]=1.[NH:30]1[CH:34]=[CH:33][C:32]([C:35]([O:37][CH3:38])=[O:36])=[N:31]1>CCOC(C)=O.[Cu](I)I.C1(C)C=CC=CC=1>[F:27][C:26]([F:29])([F:28])[C:23]1[CH:24]=[CH:25][C:20]([N:30]2[CH:34]=[CH:33][C:32]([C:35]([O:37][CH3:38])=[O:36])=[N:31]2)=[CH:21][CH:22]=1 |f:1.2.3.4|. Procedure details: A 30 mL pressure tube was charged with (1S,2S)—N1,N2-dimethylcyclohexane-1,2-diamine 61 (0.41 mL, 2.6 mmol), copper iodide (361 mg, 1.9 mmol), potassium phosphate (6.1 g, 29 mmol), 1-iodo-4-(trifluoromethyl)benzene 62 (3.2 g, 12 mmol), methyl 1H-pyrazole-3-carboxylate 60 (1.5 g, 12 mmol), and 15 mL of toluene. This mixture was heated at 110° C. for 16 h. After cooling to room temperature, the mixture was diluted with EtOAc and filtered. The filtrate was concentrated onto silica and purified by f... The reagents and catalysts are [Cu](I)I (copper iodide). Solvent: C1(=CC=CC=C1)C (toluene), CCOC(=O)C (EtOAc). Starting materials: CN[C@@H]1[C@H](CCCC1)NC ((1S,2S)—N1,N2-dimethylcyclohexane-1,2-diamine), P(=O)([O-])([O-])[O-].[K+].[K+].[K+] (potassium phosphate), IC1=CC=C(C=C1)C(F)(F)F (1-iodo-4-(trifluoromethyl)benzene), N1N=C(C=C1)C(=O)OC (methyl 1H-pyrazole-3-carboxylate). Reaction conditions: temperature 110 celsius. Product: FC(C1=CC=C(C=C1)N1N=C(C=C1)C(=O)OC)(F)F (methyl 1-(4-(trifluoromethyl)phenyl)-1H-pyrazole-3-carboxylate).